This data is from the Open Reaction Database (ORD), a public repository of structured organic reaction records. The task is: describe an organic reaction: reactants, conditions, products, and yield As a reaction SMILES: [Cl:1][c:2]1[cH:3][c:4]([CH2:5][CH:6]([C:7](=[O:8])[O:9][CH3:10])[CH2:11][C:12]([N:13]2[CH2:14][CH2:15][CH:16]([N:19]3[C:20](=[O:30])[NH:21][c:22]4[c:23]([cH:26][cH:27][cH:28][cH:29]4)[CH2:24][CH2:25]3)[CH2:17][CH2:18]2)=[O:31])[cH:32][c:33]([CH3:36])[c:34]1[OH:35].[Li+:38].[OH-:37]>>[Cl:1][c:2]1[cH:3][c:4]([CH2:5][CH:6]([C:7](=[O:8])[OH:9])[CH2:11][C:12]([N:13]2[CH2:14][CH2:15][CH:16]([N:19]3[C:20](=[O:30])[NH:21][c:22]4[c:23]([cH:26][cH:27][cH:28][cH:29]4)[CH2:24][CH2:25]3)[CH2:17][CH2:18]2)=[O:31])[cH:32][c:33]([CH3:36])[c:34]1[OH:35]. Yields the product Cc1cc(CC(CC(=O)N2CCC(N3CCc4ccccc4NC3=O)CC2)C(=O)O)cc(Cl)c1O. Starting materials: COC(=O)C(CC(=O)N1CCC(N2CCc3ccccc3NC2=O)CC1)Cc1cc(C)c(O)c(Cl)c1, [Li+], [OH-]. The reactants are C(C)OP(=O)(OCC)CC(=O)OCC (ethyl diethylphosphonoacetate), ICCCCCCCCI (1,8-diiodooctane), [H-].[Na+] (sodium hydride). The yield is 41.9%. Run in O1CCCC1 (tetrahydrofuran). Product: C(C)OC(C(CCCCCCCCI)(CCCCCCCCI)P(=O)(OCC)OCC)=O (2,2-bis(8-iodooctyl)-diethylphosphonoacetic acid ethyl ester). Procedure details: 0.96 g (0.02 mol) of sodium hydride was added to 40 ml of dry tetrahydrofuran, and to this solution was added dropwise under reflux a mixed solution of 1.34 g (6 mmol) of ethyl diethylphosphonoacetate and 11 g (0.03 mol) of 1,8-diiodooctane, and the solution was refluxed under heating for 4 hours. After distilling off tetrahydrofuran, the residue was cooled to room temperature, added with 1N hydrochloric acid until the litmus paper came to show acidity of the solution and then extracted three ti... Reaction SMILES: [H-].[Na+].[CH2:3]([O:5][P:6]([CH2:11][C:12]([O:14][CH2:15][CH3:16])=[O:13])([O:8][CH2:9][CH3:10])=[O:7])[CH3:4].I[CH2:18][CH2:19][CH2:20][CH2:21][CH2:22][CH2:23][CH2:24][CH2:25][I:26]>O1CCCC1>[CH2:15]([O:14][C:12](=[O:13])[C:11]([P:6]([O:5][CH2:3][CH3:4])([O:8][CH2:9][CH3:10])=[O:7])([CH2:18][CH2:19][CH2:20][CH2:21][CH2:22][CH2:23][CH2:24][CH2:25][I:26])[CH2:18][CH2:19][CH2:20][CH2:21][CH2:22][CH2:23][CH2:24][CH2:25][I:26])[CH3:16] |f:0.1|. Starting materials: Cc1cccc(C)c1N=C=O, COCCOCCOC, CNc1cc(Nc2cccc(Cl)c2)ncn1. The product is Cc1cccc(C)c1NC(=O)N(C)c1cc(Nc2cccc(Cl)c2)ncn1. RXN SMILES: [CH3:17][c:18]1[c:19]([N:25]=[C:26]=[O:27])[c:20]([CH3:24])[cH:21][cH:22][cH:23]1.[CH3:28][O:29][CH2:30][CH2:31][O:32][CH2:33][CH2:34][O:35][CH3:36].[Cl:1][c:2]1[cH:3][c:4]([NH:8][c:9]2[n:10][cH:11][n:12][c:13]([NH:15][CH3:16])[cH:14]2)[cH:5][cH:6][cH:7]1>>[Cl:1][c:2]1[cH:3][c:4]([NH:8][c:9]2[n:10][cH:11][n:12][c:13]([N:15]([CH3:16])[C:26]([NH:25][c:19]3[c:18]([CH3:17])[cH:23][cH:22][cH:21][c:20]3[CH3:24])=[O:27])[cH:14]2)[cH:5][cH:6][cH:7]1. The reactants are N1(N=NN=C1)C1=CC=C(C=C1)SC1=NC(=NC=C1)Cl (4-(4-(1H-tetrazol-1-yl)phenylthio)-2-chloropyrimidine), O1CCN(CC1)C1=CC=C(N)C=C1 (4-morpholinoaniline). The product is N1(N=NN=C1)C1=CC=C(C=C1)SC1=NC(=NC=C1)NC1=CC=C(C=C1)N1CCOCC1 (4-(4-(1H-tetrazol-1-yl)phenylthio)-N-(4-morpholinophenyl)pyrimidin-2-amine). Isolated yield 38.1%. Reaction SMILES: [N:1]1([C:6]2[CH:11]=[CH:10][C:9]([S:12][C:13]3[CH:18]=[CH:17][N:16]=[C:15](Cl)[N:14]=3)=[CH:8][CH:7]=2)[CH:5]=[N:4][N:3]=[N:2]1.[O:20]1[CH2:25][CH2:24][N:23]([C:26]2[CH:32]=[CH:31][C:29]([NH2:30])=[CH:28][CH:27]=2)[CH2:22][CH2:21]1>>[N:1]1([C:6]2[CH:11]=[CH:10][C:9]([S:12][C:13]3[CH:18]=[CH:17][N:16]=[C:15]([NH:30][C:29]4[CH:28]=[CH:27][C:26]([N:23]5[CH2:24][CH2:25][O:20][CH2:21][CH2:22]5)=[CH:32][CH:31]=4)[N:14]=3)=[CH:8][CH:7]=2)[CH:5]=[N:4][N:3]=[N:2]1. Reported procedure: In a procedure analogous to Example 8, reaction of 4-(4-(1H-tetrazol-1-yl)phenylthio)-2-chloropyrimidine (100 mg, 0.34 mmol) and 4-morpholinoaniline (75 mg, 0.41 mmol) furnished the product (56 mg, 38%). Starting materials: N#CN (cyanamide), BrN1C(CCC1=O)=O (N-bromosuccinimide), C1OC=2C=C(C=CC2O1)N=O (3,4-Methylenedioxynitrosobenzene). Solvent: ClCCl (dichloromethane). Conditions: time 8 hour. Yields the product C1OC=2C=C(C=CC2O1)[N+]([O-])=NC#N (3,4-methylenedioxyphenyl-ONN-azoxycyanide). Yield: 83.4%. RXN SMILES: [CH2:1]1[O:9][C:8]2[CH:7]=[CH:6][C:5]([N:10]=[O:11])=[CH:4][C:3]=2[O:2]1.[N:12]#[C:13][NH2:14].BrN1C(=O)CCC1=O>ClCCl>[CH2:1]1[O:9][C:8]2[CH:7]=[CH:6][C:5]([N+:10](=[N:14][C:13]#[N:12])[O-:11])=[CH:4][C:3]=2[O:2]1. Procedure: 3,4-Methylenedioxynitrosobenzene (1.05 g, 6.9 mmol) was dissolved in dichloromethane (20 ml). After the addition of cyanamide (0.42 g, 9.9 mmol) and N-bromosuccinimide (1.8 g, 9.9 mmol) the mixture was stirred at ambient temperature overnight. The resulting mixture was filtered and evaporated to dryness. Column chromatography on silica using 1:1 petroleum ether: ethyl acetate as eluant yielded 1.1 g 3,4-methylenedioxyphenyl-ONN-azoxycyanide as a yellow solid, m.pt. 145°-147° C. (Yield: 82.7% of ... Product: C1N(CCC2=CC=CC=C12)C1=NC(=C(C(=N1)C)C(=O)OCC)C (ethyl 2-(3,4-dihydroisoquinolin-2(1H)-yl)-4,6-dimethylpyrimidine-5-carboxylate). Procedure details: 1,8-diazabicyclo[5.4.0]undec-7-ene (1.086 g, 7.15 mmol) was added to a mixture of 6b (1.02 g, 4.75 mmol) and 1,2,3,4-tetrahydroisoquinoline (0.95 g, 7.13 mmol) in DMSO (5 ml) at 0° C. over 5 minutes. The mixture was stirred for an additional 5 minutes at room temperature. The mixture was washed with brine, extracted with ethyl acetate and chromatographed to yield 6c (1.43 g, 4.5 mmol, 95%). Yield: 94.7%. Starting materials: N12CCCCCC2=NCCC1 (1,8-diazabicyclo[5.4.0]undec-7-ene), ClC1=NC(=C(C(=N1)C)C(=O)OCC)C (ethyl 2-chloro-4,6-dimethylpyrimidine-5-carboxylate), C1NCCC2=CC=CC=C12 (1,2,3,4-tetrahydroisoquinoline). Run at time 5 minute. Reaction SMILES: [N:1]12[CH2:11][CH2:10][CH2:9]N=[C:7]1[CH2:6][CH2:5][CH2:4][CH2:3][CH2:2]2.Cl[C:13]1[N:18]=[C:17]([CH3:19])[C:16]([C:20]([O:22][CH2:23][CH3:24])=[O:21])=[C:15]([CH3:25])[N:14]=1.C1C2C(=CC=CC=2)CCN1>CS(C)=O>[CH2:11]1[C:10]2[C:5](=[CH:4][CH:3]=[CH:2][CH:9]=2)[CH2:6][CH2:7][N:1]1[C:13]1[N:18]=[C:17]([CH3:19])[C:16]([C:20]([O:22][CH2:23][CH3:24])=[O:21])=[C:15]([CH3:25])[N:14]=1. Solvent: CS(=O)C (DMSO).